Dataset: the Open Reaction Database (ORD), a public repository of structured organic reaction records. Task: describe an organic reaction: reactants, conditions, products, and yield Starting materials: C(C1=CC=CC=C1)OC1CCC(CC1)(C)C(=O)C1=CNC2=NC=C(N=C21)Br ((4-benzyloxy-1-methyl-cyclohexyl)-(2-bromo-5H-pyrrolo[2,3-b]pyrazin-7-yl)-methanone), [OH-].[K+] (KOH). Reagents/catalysts: [Pd] (Pd/C). The solvent is CCO (EtOH). Product: C(C1=CC=CC=C1)OC1CCC(CC1)(C)C(=O)C1=CNC2=NC=CN=C21 ((4-benzyloxy-1-methyl-cyclohexyl)-(5H-pyrrolo[2,3-b]pyrazin-7-yl)-methanone). Isolated yield 85.9%. As a reaction SMILES: [CH2:1]([O:8][CH:9]1[CH2:14][CH2:13][C:12]([C:16]([C:18]2[C:26]3[C:21](=[N:22][CH:23]=[C:24](Br)[N:25]=3)[NH:20][CH:19]=2)=[O:17])([CH3:15])[CH2:11][CH2:10]1)[C:2]1[CH:7]=[CH:6][CH:5]=[CH:4][CH:3]=1.[OH-].[K+]>CCO.[Pd]>[CH2:1]([O:8][CH:9]1[CH2:10][CH2:11][C:12]([C:16]([C:18]2[C:26]3[C:21](=[N:22][CH:23]=[CH:24][N:25]=3)[NH:20][CH:19]=2)=[O:17])([CH3:15])[CH2:13][CH2:14]1)[C:2]1[CH:3]=[CH:4][CH:5]=[CH:6][CH:7]=1 |f:1.2|. Procedure details: A solution of (4-benzyloxy-1-methyl-cyclohexyl)-(2-bromo-5H-pyrrolo[2,3-b]pyrazin-7-yl)-methanone (13 mg, 0.03 mmol), KOH (1 mg, 0.02 mmol), and 10% Pd/C (10 mg), in EtOH (8 ml), was hydrogenated for 2 days under H2 atmosphere (1 atm). The reaction mixture was filtered through a plug of celite using THF and DCM. The filtrate was concentrated to a white solid, which was purified by silica gel chromatography using 0-70% Et2O in DCM as eluant providing 9 mg (82%) of (4-benzyloxy-1-methyl-cyclohexyl...